This data is from the Open Reaction Database (ORD), a public repository of structured organic reaction records. The task is: describe an organic reaction: reactants, conditions, products, and yield RXN SMILES: [NH2:1][C@:2]1([C:14]([OH:16])=[O:15])[CH2:6][CH2:5][C@H:4]([C:7]2[CH:12]=[CH:11][C:10]([Br:13])=[CH:9][CH:8]=2)[CH2:3]1.S(Cl)(Cl)=O.[CH3:21]O>>[CH3:21][O:15][C:14]([C@@:2]1([NH2:1])[CH2:6][CH2:5][C@H:4]([C:7]2[CH:12]=[CH:11][C:10]([Br:13])=[CH:9][CH:8]=2)[CH2:3]1)=[O:16]. Starting materials: N[C@]1(C[C@H](CC1)C1=CC=C(C=C1)Br)C(=O)O ((1R,3S)-1-amino-3-(4-bromo-phenyl)-cyclopentanecarboxylic acid), S(=O)(Cl)Cl (thionyl chloride), CO (MeOH). Procedure: The (1R,3S)-1-amino-3-(4-bromo-phenyl)-cyclopentanecarboxylic acid (79 g, 0.28 mol) suspended in MeOH (1.8 L) was cooled in an ice/water bath and thionyl chloride (178 mL, 2.44 mol) was added dropwise. Following the addition the reaction was heated to reflux, resulting in a nearly homogeneous solution. After refluxing for about 36 hours, the reaction mixture was cooled to room temperature, filtered, and rinsed with MeOH (2×200 mL). The filtrate was concentrated in vacuo to provide a white solid.... Yields the product COC(=O)[C@@]1(C[C@H](CC1)C1=CC=C(C=C1)Br)N ((1R,3S)-1-amino-3-(4-bromo-phenyl)-cyclopentanecarboxylic acid methyl ester). Reactants: CO, CCO, COC(=O)c1ccc(C(C)F)cc1[N+](=O)[O-]. Product: COC(=O)c1ccc(C(C)F)cc1N. As a reaction SMILES: [CH3:17][OH:18].[CH3:19][CH2:20][OH:21].[CH3:1][O:2][C:3]([c:4]1[c:5]([N+:13]([O-:14])=[O:15])[cH:6][c:7]([CH:10]([CH3:11])[F:12])[cH:8][cH:9]1)=[O:16]>>[CH3:1][O:2][C:3]([c:4]1[c:5]([NH2:13])[cH:6][c:7]([CH:10]([CH3:11])[F:12])[cH:8][cH:9]1)=[O:16]. Starting materials: Cc1ccc(OB([O-])[O-])cc1, CN(Cc1ccc(NC(=O)C2=Cc3cc(Br)ccc3N(C=O)CC2)cc1)C1CCOCC1, O=C([O-])[O-], CCO, CCOC(C)=O, [K+], [K+], O, Cc1ccccc1. Yields the product Cc1ccc(-c2ccc3c(c2)C=C(C(=O)Nc2ccc(CN(C)C4CCOCC4)cc2)CCN3C=O)cc1. RXN SMILES: [B:1]([O-:2])([O-:10])[O:11][c:3]1[cH:4][cH:5][c:6]([CH3:9])[cH:7][cH:8]1.[Br:12][c:13]1[cH:14][cH:15][c:16]2[c:17]([cH:43]1)[CH:18]=[C:19]([C:25](=[O:26])[NH:27][c:28]1[cH:29][cH:30][c:31]([CH2:34][N:35]([CH:36]3[CH2:37][CH2:38][O:39][CH2:40][CH2:41]3)[CH3:42])[cH:32][cH:33]1)[CH2:20][CH2:21][N:22]2[CH:23]=[O:24].[C:44](=[O:45])([O-:46])[O-:47].[CH2:57]([OH:58])[CH3:59].[CH3:61][CH2:62][O:63][C:64](=[O:65])[CH3:66].[K+:48].[K+:49].[OH2:60].[c:50]1([CH3:51])[cH:52][cH:53][cH:54][cH:55][cH:56]1>>[c:3]1(-[c:13]2[cH:14][cH:15][c:16]3[c:17]([cH:43]2)[CH:18]=[C:19]([C:25](=[O:26])[NH:27][c:28]2[cH:29][cH:30][c:31]([CH2:34][N:35]([CH:36]4[CH2:37][CH2:38][O:39][CH2:40][CH2:41]4)[CH3:42])[cH:32][cH:33]2)[CH2:20][CH2:21][N:22]3[CH:23]=[O:24])[cH:4][cH:5][c:6]([CH3:9])[cH:7][cH:8]1. Reactants: BrC1=CC=C(COCCOC)C=C1 (1-(4-bromobenzyloxy)-2-methoxyethane), [Mg] (magnesium), OO (hydrogen peroxide), BrC1=CC=C(COCCOC)C=C1 (2-(4-bromobenzyloxy)-1-methoxyethane), COB(OC)OC (trimethylborate), II (iodine). Procedure details: 2-(4-bromobenzyloxy) 1-methoxyethane (preparation described in Example 11) (10 g) was added to a stirred mixture of oven dried magnesium (2.74 g) in tetrahydrofuran (20 ml) under an atmosphere of argon. A crystal of iodine was added and the mixture heated until an exothermic reaction commenced. A solution of the remaining 2-(4-bromobenzyloxy)-1-methoxyethane (13.4 g) in tetrahydrofuran (60 ml) was added dropwise to maintain the temperature of the reaction mixture at reflux. When the addition was... Reaction SMILES: Br[C:2]1[CH:13]=[CH:12][C:5]([CH2:6][O:7][CH2:8][CH2:9][O:10][CH3:11])=[CH:4][CH:3]=1.[Mg].II.C[O:18]B(OC)OC.OO>O1CCCC1.O.C(O)(=O)C>[OH:18][C:2]1[CH:13]=[CH:12][C:5]([CH2:6][O:7][CH2:8][CH2:9][O:10][CH3:11])=[CH:4][CH:3]=1. The product is OC1=CC=C(COCCOC)C=C1 (2-(4-hydroxybenzyloxy)-1-methoxyethane). Reaction conditions: time 15 minute. Run in O1CCCC1 (tetrahydrofuran), O (water), C(C)(=O)O (acetic acid), O1CCCC1 (tetrahydrofuran), O1CCCC1 (tetrahydrofuran). The yield is 139.9%.